This data is from the Open Reaction Database (ORD), a public repository of structured organic reaction records. The task is: describe an organic reaction: reactants, conditions, products, and yield Yields the product CNc1nc(C)cc(OC(F)F)n1. The reactants are ClCCl, CN, Cc1cc(OC(F)F)nc(S(C)(=O)=O)n1. RXN SMILES: [CH2:18]([Cl:19])[Cl:20].[CH3:1][NH2:2].[CH3:3][S:4](=[O:5])(=[O:6])[c:7]1[n:8][c:9]([CH3:17])[cH:10][c:11]([O:13][CH:14]([F:15])[F:16])[n:12]1>>[CH3:1][NH:2][c:7]1[n:8][c:9]([CH3:17])[cH:10][c:11]([O:13][CH:14]([F:15])[F:16])[n:12]1. Starting materials: C1=C(C=CC=2OC3=C(C21)CCCCCC3)N (6,7,8,9,10,11-Hexahydro-benzo[b]-cycloocta[d]furan-2-ylamine), C(C)(C)(C)CC(=O)Cl (t-butylacetyl chloride). Run in N1=CC=CC=C1 (pyridine). The product is CC(CC(=O)NC1=CC2=C(OC3=C2CCCCCC3)C=C1)(C)C (3,3-dimethyl-N-[6,7,8,9,10,11-hexahydro-benzo[b]-cycloocta[d]furan-2-yl]butyramide). Yield: 56.8%. Reaction SMILES: [CH:1]1[C:9]2[C:8]3[CH2:10][CH2:11][CH2:12][CH2:13][CH2:14][CH2:15][C:7]=3[O:6][C:5]=2[CH:4]=[CH:3][C:2]=1[NH2:16].[C:17]([CH2:21][C:22](Cl)=[O:23])([CH3:20])([CH3:19])[CH3:18]>N1C=CC=CC=1>[CH3:18][C:17]([CH3:20])([CH3:19])[CH2:21][C:22]([NH:16][C:2]1[CH:3]=[CH:4][C:5]2[O:6][C:7]3[CH2:15][CH2:14][CH2:13][CH2:12][CH2:11][CH2:10][C:8]=3[C:9]=2[CH:1]=1)=[O:23]. Procedure: Following the procedure of Example 1, 6,7,8,9,10,11-Hexahydro-benzo[b]-cycloocta[d]furan-2-ylamine (1.1 g, 5.0 mmol) and t-butylacetyl chloride (0.77 mL, 5.5 mmol) in pyridine (10 mL) provided 3,3-dimethyl-N-[6,7,8,9,10,11-hexahydro-benzo[b]-cycloocta[d]furan-2-yl]butyramide (0.89 g). Mp 157-158° C.;MS (El) m/z 314.2 ([M+H]+); Anal. Calcd. for C20H27NO2: C, 76.64; H, 8.68; N, 4.47; Found: C, 76.71; H, 8.81; N, 4.45.